Dataset: the Open Reaction Database (ORD), a public repository of structured organic reaction records. Task: describe an organic reaction: reactants, conditions, products, and yield Reactants: CC=1C=C(C=O)OC1C (4,5-dimethylfurfural), O (Water), BrC=1C=NC=CC1C (3-Bromo-4-methylpyridine), C(CCC)[Li].CCCCCC (n-butyllithium hexane). Solvent: O1CCCC1 (tetrahydrofuran), O1CCCC1 (tetrahydrofuran). Conditions: temperature -78 celsius, time 30 minute. Yields the product CC=1C=C(OC1C)C(O)C=1C=NC=CC1C ((4,5-dimethylfuran-2-yl)-(4-methylpyridin-3-yl)-methanol). Yield: 28.4%. Reaction SMILES: Br[C:2]1[CH:3]=[N:4][CH:5]=[CH:6][C:7]=1[CH3:8].C([Li])CCC.CCCCCC.[CH3:20][C:21]1[CH:22]=[C:23]([O:26][C:27]=1[CH3:28])[CH:24]=[O:25].O>O1CCCC1>[CH3:20][C:21]1[CH:22]=[C:23]([CH:24]([C:2]2[CH:3]=[N:4][CH:5]=[CH:6][C:7]=2[CH3:8])[OH:25])[O:26][C:27]=1[CH3:28] |f:1.2|. Reported procedure: 3-Bromo-4-methylpyridine (500 mg) was dissolved in tetrahydrofuran (15 ml) under an argon atmosphere to prepare a solution. A 1.6 M n-butyllithium/hexane solution (2 ml) was added dropwise to the solution at −78° C., and the mixture was then stirred at −78° C. for 30 min. A solution of 4,5-dimethylfurfural (350 mg) in tetrahydrofuran (2 ml) was added dropwise thereto, and the temperature of the reaction solution was raised to room temperature while stirring. Water was added to the reaction solut...